Dataset: the Open Reaction Database (ORD), a public repository of structured organic reaction records. Task: describe an organic reaction: reactants, conditions, products, and yield Starting materials: CCOC(=O)C (EtOAc), COC(=O)C1CC(CCC1)=O (3-oxo-1-cyclohexanecarboxylic acid methyl ester), O (water), [BH4-].[Na+] (Sodium borohydride). Solvent: CO (methanol). Run at temperature 0 celsius, time 2 hour. Product: OC1CC(CCC1)C(=O)OC (Methyl 3-hydroxycyclohexanecarboxylate). RXN SMILES: [CH3:1][O:2][C:3]([CH:5]1[CH2:10][CH2:9][CH2:8][C:7](=[O:11])[CH2:6]1)=[O:4].[BH4-].[Na+].O.CCOC(C)=O>CO>[OH:11][CH:7]1[CH2:8][CH2:9][CH2:10][CH:5]([C:3]([O:2][CH3:1])=[O:4])[CH2:6]1 |f:1.2|. Procedure: 3-oxo-1-cyclohexanecarboxylic acid methyl ester (1.1 g, 7.04 mmol) was dissolved in methanol (25 ml) and cooled to 0° C. under N2. Sodium borohydride (0.550 g, 14.54 mmol) was added in portions and the resulting solution stirred at 0° C. for 2 h. The solution was then diluted by the dropwise addition of water, followed by EtOAc (100 mL). The aqueous phase was separated and extracted with EtOAc (2×50 ml). The combined organic layers were washed with brine, dried over sodium sulphate, and concentr... Starting materials: [Cl-].C(#N)C1=C(OC[C@@H]2[NH2+]CCC2)C=CC=C1[N+](=O)[O-] ((R)-2-((2-Cyano-3-nitrophenoxy)methyl)pyrrolidinium chloride), C(C)(C)(C)N=C=O (tert-butyl isocyanate). Yields the product C(#N)C1=C(OC[C@@H]2N(CCC2)C(=O)NC(C)(C)C)C=CC=C1[N+](=O)[O-] ((R)-2-((2-Cyano-3-nitrophenoxy)methyl)-N-tert-butylpyrrolidine-1-carboxamide). Yield: 100.0%. RXN SMILES: [Cl-].[C:2]([C:4]1[C:16]([N+:17]([O-:19])=[O:18])=[CH:15][CH:14]=[CH:13][C:5]=1[O:6][CH2:7][C@H:8]1[CH2:12][CH2:11][CH2:10][NH2+:9]1)#[N:3].[C:20]([N:24]=[C:25]=[O:26])([CH3:23])([CH3:22])[CH3:21]>>[C:2]([C:4]1[C:16]([N+:17]([O-:19])=[O:18])=[CH:15][CH:14]=[CH:13][C:5]=1[O:6][CH2:7][C@H:8]1[CH2:12][CH2:11][CH2:10][N:9]1[C:25]([NH:24][C:20]([CH3:23])([CH3:22])[CH3:21])=[O:26])#[N:3] |f:0.1|. Procedure: Prepared as in Example 176b from (R)-2-((2-cyano-3-nitrophenoxy)methyl)pyrrolidinium chloride (Example 176c) and tert-butyl isocyanate in 100% yield as an off-white solid. 1H NMR (400 MHz, DMSO-d6) δ 1.s7 (s, 9H), 1.86 (m, 1H), 1.95 (m, 2H), 2.12 (m, 1H), 3.18 (m, 1H), 3.37 (m, 1H), 4.20 (m, 1H), 4.23 (dd, J=16.0, 6.3 Hz, 1H), 4.31 (dd, J=9.7, 2.7 Hz, 1H), 5.36 (s, 1H), 7.84 (dd, J=7.4, 0.9 Hz, 1H), 7.91 (m, 2H). Reactants: CC(C)(C)[Mg+], CC(C)(C)Cl, [Cl-], O=Cc1ccc(-c2ccc(Cl)cc2)cc1, Clc1ccccc1, Cl, [Mg], O, O, CC(C)(O)C(=O)O, Cc1ccc(S(=O)(=O)O)cc1. The product is CC(C)(OCc1ccc(-c2ccc(Cl)cc2)cc1)C(=O)O. As a reaction SMILES: [C:36]([Mg+:37])([CH3:38])([CH3:39])[CH3:40].[C:42]([Cl:43])([CH3:44])([CH3:45])[CH3:46].[Cl-:35].[Cl:1][c:2]1[cH:3][cH:4][c:5](-[c:8]2[cH:9][cH:10][c:11]([CH:12]=[O:13])[cH:14][cH:15]2)[cH:6][cH:7]1.[Cl:48][c:49]1[cH:50][cH:51][cH:52][cH:53][cH:54]1.[ClH:47].[Mg:41].[OH2:23].[OH2:55].[OH:16][C:17]([C:18](=[O:19])[OH:20])([CH3:21])[CH3:22].[c:24]1([CH3:25])[cH:26][cH:27][c:28]([S:29]([OH:30])(=[O:31])=[O:32])[cH:33][cH:34]1>>[Cl:1][c:2]1[cH:3][cH:4][c:5](-[c:8]2[cH:9][cH:10][c:11]([CH2:12][O:13][C:17]([C:18](=[O:19])[OH:20])([CH3:21])[CH3:22])[cH:14][cH:15]2)[cH:6][cH:7]1. Reactants: NCCc1ccccc1, CCOC(C)=O, CN1C(=O)N(c2c(Cl)cccc2Cl)Cc2cnc(S(C)(=O)=O)nc21. Product: CN1C(=O)N(c2c(Cl)cccc2Cl)Cc2cnc(NCCc3ccccc3)nc21. Reaction SMILES: [CH2:25]([CH2:26][c:27]1[cH:28][cH:29][cH:30][cH:31][cH:32]1)[NH2:33].[CH3:34][CH2:35][O:36][C:37](=[O:38])[CH3:39].[Cl:1][c:2]1[c:3]([N:9]2[C:10](=[O:24])[N:11]([CH3:23])[c:12]3[n:13][c:14]([S:19]([CH3:20])(=[O:21])=[O:22])[n:15][cH:16][c:17]3[CH2:18]2)[c:4]([Cl:8])[cH:5][cH:6][cH:7]1>>[Cl:1][c:2]1[c:3]([N:9]2[C:10](=[O:24])[N:11]([CH3:23])[c:12]3[n:13][c:14]([NH:33][CH2:25][CH2:26][c:27]4[cH:28][cH:29][cH:30][cH:31][cH:32]4)[n:15][cH:16][c:17]3[CH2:18]2)[c:4]([Cl:8])[cH:5][cH:6][cH:7]1. The reactants are CC1=C2[C@H](C(=O)[C@@]3([C@H](C[C@@H]4[C@]([C@H]3[C@@H]([C@@](C2(C)C)(C[C@@H]1OC(=O)[C@@H]([C@H](C=5C=CC=CC5)NC(=O)C=6C=CC=CC6)O)O)OC(=O)C=7C=CC=CC7)(CO4)OC(=O)C)O)C)OC(=O)C (taxol), C1(CCC(=O)O1)=O (succinic anhydride), O (water). Run in N1=CC=CC=C1 (pyridine). Run at time 3 hour. Product: CC1=C2[C@H](C(=O)[C@@]3([C@H](C[C@@H]4[C@]([C@H]3[C@@H]([C@@](C2(C)C)(C[C@@H]1OC(=O)[C@@H]([C@H](C=5C=CC=CC5)NC(=O)C=6C=CC=CC6)OC(=O)CCC(=O)O)O)OC(=O)C=7C=CC=CC7)(CO4)OC(=O)C)O)C)OC(=O)C (2' Succinyltaxol). RXN SMILES: [CH3:1][C:2]1[C@@H:19]([O:20][C:21]([C@H:23]([OH:40])[C@@H:24]([NH:31][C:32]([C:34]2[CH:35]=[CH:36][CH:37]=[CH:38][CH:39]=2)=[O:33])[C:25]2[CH:26]=[CH:27][CH:28]=[CH:29][CH:30]=2)=[O:22])[CH2:18][C@:14]2([OH:41])[C:15]([CH3:17])([CH3:16])[C:3]=1[C@@H:4]([O:59][C:60]([CH3:62])=[O:61])[C:5]([C@@:7]1([CH3:58])[C@H:12]([C@@H:13]2[O:42][C:43]([C:45]2[CH:46]=[CH:47][CH:48]=[CH:49][CH:50]=2)=[O:44])[C@:11]2([O:53][C:54]([CH3:56])=[O:55])[CH2:51][O:52][C@@H:10]2[CH2:9][C@@H:8]1[OH:57])=[O:6].[C:63]1(=[O:69])[O:68][C:66](=[O:67])[CH2:65][CH2:64]1.O>N1C=CC=CC=1>[CH3:1][C:2]1[C@@H:19]([O:20][C:21]([C@H:23]([O:40][C:63]([CH2:64][CH2:65][C:66]([OH:68])=[O:67])=[O:69])[C@@H:24]([NH:31][C:32]([C:34]2[CH:39]=[CH:38][CH:37]=[CH:36][CH:35]=2)=[O:33])[C:25]2[CH:26]=[CH:27][CH:28]=[CH:29][CH:30]=2)=[O:22])[CH2:18][C@:14]2([OH:41])[C:15]([CH3:16])([CH3:17])[C:3]=1[C@@H:4]([O:59][C:60]([CH3:62])=[O:61])[C:5]([C@@:7]1([CH3:58])[C@H:12]([C@@H:13]2[O:42][C:43]([C:45]2[CH:50]=[CH:49][CH:48]=[CH:47][CH:46]=2)=[O:44])[C@:11]2([O:53][C:54]([CH3:56])=[O:55])[CH2:51][O:52][C@@H:10]2[CH2:9][C@@H:8]1[OH:57])=[O:6]. Procedure details: After 3 hours at room temperature, a solution of 500 mg (0.59 mmole) of taxol, 900 mg (7.6 mmole) of succinic anhydride in 12 mL of pyridine is evaporated to dryness in vacuo. The residue is treated with 20 mL of water, stirred for 20 min. and filtered. The precipitate is dissolved in acetone, water slowly added, and the fine crystals collected. This yields 490 mg (86%) of title compound which showed: mp 178°-80° C.; [a] -42.1° (c=1.1 EtOH); Anal. (C H NO H O) C,H,N.